From a dataset of the Open Reaction Database (ORD), a public repository of structured organic reaction records. describe an organic reaction: reactants, conditions, products, and yield Reactants: CCO, CC1(C(F)(F)F)OC(=O)N(c2ccc(C#N)c(C(F)(F)F)c2)C1=O, O. Yields the product CC(O)(C(=O)N(C(=O)O)c1ccc(C#N)c(C(F)(F)F)c1)C(F)(F)F. RXN SMILES: [CH2:26]([OH:27])[CH3:28].[CH3:1][C:2]1([C:21]([F:22])([F:23])[F:24])[C:3](=[O:20])[N:4]([c:8]2[cH:9][c:10]([C:16]([F:17])([F:18])[F:19])[c:11]([C:12]#[N:13])[cH:14][cH:15]2)[C:5](=[O:7])[O:6]1.[OH2:25]>>[CH3:1][C:2]([C:3]([N:4]([C:5](=[O:7])[OH:25])[c:8]1[cH:9][c:10]([C:16]([F:17])([F:18])[F:19])[c:11]([C:12]#[N:13])[cH:14][cH:15]1)=[O:20])([OH:6])[C:21]([F:22])([F:23])[F:24].